Dataset: the Open Reaction Database (ORD), a public repository of structured organic reaction records. Task: describe an organic reaction: reactants, conditions, products, and yield The reactants are residue, O1C(CCCC1)N1N=CC=C1B1OC(C)(C)C(C)(C)O1 (1-(Tetrahydro-2H-pyran-2-yl)-1H-pyrazole-5-boronic acid pinacol ester), [O-]P(=O)([O-])[O-].[K+].[K+].[K+] (K3PO4), BrC=1C(=NC=C(C(=O)NC2=CC=C(C=C2)OC(F)(F)F)C1)N1CC(C1)O (5-bromo-6-(3-hydroxyazetidin-1-yl)-N-(4-(trifluoromethoxy)phenyl)nicotinamide), C(=O)(C(F)(F)F)O (TFA), C(=O)([O-])[O-].[Na+].[Na+] (Na2CO3). Reagents/catalysts: C=1C=CC(=CC1)[P](C=2C=CC=CC2)(C=3C=CC=CC3)[Pd]([P](C=4C=CC=CC4)(C=5C=CC=CC5)C=6C=CC=CC6)([P](C=7C=CC=CC7)(C=8C=CC=CC8)C=9C=CC=CC9)[P](C=1C=CC=CC1)(C=1C=CC=CC1)C=1C=CC=CC1 (Pd(PPh3)4). The solvent is C(Cl)Cl (DCM), C1(=CC=CC=C1)C (toluene). Run at temperature 110 celsius, time 3 hour. Yields the product OC1CN(C1)C1=NC=C(C(=O)NC2=CC=C(C=C2)OC(F)(F)F)C=C1C1=CC=NN1 (6-(3-Hydroxyazetidin-1-yl)-5-(1H-pyrazol-5-yl)-N-(4-(trifluoromethoxy)phenyl)nicotinamide). RXN SMILES: O1CCCCC1[N:7]1[C:11](B2OC(C)(C)C(C)(C)O2)=[CH:10][CH:9]=[N:8]1.[O-]P([O-])([O-])=O.[K+].[K+].[K+].Br[C:30]1[C:31]([N:50]2[CH2:53][CH:52]([OH:54])[CH2:51]2)=[N:32][CH:33]=[C:34]([CH:49]=1)[C:35]([NH:37][C:38]1[CH:43]=[CH:42][C:41]([O:44][C:45]([F:48])([F:47])[F:46])=[CH:40][CH:39]=1)=[O:36].C(O)(C(F)(F)F)=O.C([O-])([O-])=O.[Na+].[Na+]>C1(C)C=CC=CC=1.C(Cl)Cl.C1C=CC([P]([Pd]([P](C2C=CC=CC=2)(C2C=CC=CC=2)C2C=CC=CC=2)([P](C2C=CC=CC=2)(C2C=CC=CC=2)C2C=CC=CC=2)[P](C2C=CC=CC=2)(C2C=CC=CC=2)C2C=CC=CC=2)(C2C=CC=CC=2)C2C=CC=CC=2)=CC=1>[OH:54][CH:52]1[CH2:53][N:50]([C:31]2[C:30]([C:11]3[NH:7][N:8]=[CH:9][CH:10]=3)=[CH:49][C:34]([C:35]([NH:37][C:38]3[CH:39]=[CH:40][C:41]([O:44][C:45]([F:48])([F:47])[F:46])=[CH:42][CH:43]=3)=[O:36])=[CH:33][N:32]=2)[CH2:51]1 |f:1.2.3.4,7.8.9,^1:81,83,102,121|. Reported procedure: 1-(Tetrahydro-2H-pyran-2-yl)-1H-pyrazole-5-boronic acid pinacol ester (209 mg, 0.752 mmol), K3PO4 (368 mg, 1.735 mmol) and Pd(PPh3)4 (33.4 mg, 0.029 mmol) were added to a mixture of 5-bromo-6-(3-hydroxyazetidin-1-yl)-N-(4-(trifluoromethoxy)phenyl)nicotinamide (Stage 37.1, 250 mg, 0.578 mmol) in toluene (2.5 mL) in a vial, which was sealed, purged with argon and the RM was stirred at 110° C. for 3 h. The cooled mixture was treated with brine (25 mL) and extracted with EtOAc. The combined extracts...